Dataset: the Open Reaction Database (ORD), a public repository of structured organic reaction records. Task: describe an organic reaction: reactants, conditions, products, and yield The reactants are Cl (HCl), C(C)(C)(C)OC(=O)N(CCN(C(C(=O)OCC)=O)C(C)C)CC#CC=1SC=CC1 (ethyl 2-((2-(tert-butoxycarbonyl(3-(thiophen-2-yl)prop-2-ynyl)amino)ethyl)-(isopropyl)amino)-2-oxoacetate), [OH-].[K+] (KOH). Run in O (water), O1CCOCC1 (dioxane), O (water). Reaction conditions: time 2 hour. The product is C(C)(C)(C)OC(=O)N(CCN(C(C(=O)O)=O)C(C)C)CC#CC=1SC=CC1 (2-((2-(tert-butoxycarbonyl(3-(thiophen-2-yl)prop-2-ynyl)amino)ethyl)(isopropyl)amino)-2-oxoacetic acid). The yield is 85.7%. RXN SMILES: [C:1]([O:5][C:6]([N:8]([CH2:22][C:23]#[C:24][C:25]1[S:26][CH:27]=[CH:28][CH:29]=1)[CH2:9][CH2:10][N:11]([CH:19]([CH3:21])[CH3:20])[C:12](=[O:18])[C:13]([O:15]CC)=[O:14])=[O:7])([CH3:4])([CH3:3])[CH3:2].[OH-].[K+].Cl>O1CCOCC1.O>[C:1]([O:5][C:6]([N:8]([CH2:22][C:23]#[C:24][C:25]1[S:26][CH:27]=[CH:28][CH:29]=1)[CH2:9][CH2:10][N:11]([CH:19]([CH3:21])[CH3:20])[C:12](=[O:18])[C:13]([OH:15])=[O:14])=[O:7])([CH3:3])([CH3:4])[CH3:2] |f:1.2|. Procedure details: A solution of 400 mg of 10h in 6 ml of dioxane was mixed with a solution of 180 mg of KOH in 1.5 ml of water and stirred for 2 hr at RT. The reaction mixture was diluted with 20 ml of water and acidified to pH3 by addition of 0.5N HCl. The product was extracted into ethyl acetate. The combined organic layers were once washed with water, dried and concentrated, to provide 320 mg of 10i as colorless oil: